From a dataset of the Open Reaction Database (ORD), a public repository of structured organic reaction records. describe an organic reaction: reactants, conditions, products, and yield Starting materials: [N+](=O)([O-])C=1C=C(C=CC1)S(=O)(=O)NC1=CC=CC=C1 (3-nitro-N-phenylbenzenesulfonamide), SnCl2 dihydrate. Run in CCOC(=O)C (EtOAc), C1CCOC1 (THF). Reaction conditions: temperature 135 celsius, time 14 minute. The product is NC=1C=C(C=CC1)S(=O)(=O)NC1=CC=CC=C1 (3-amino-N-phenylbenzenesulfonamide). The yield is 78.0%. Reaction SMILES: [N+:1]([C:4]1[CH:5]=[C:6]([S:10]([NH:13][C:14]2[CH:19]=[CH:18][CH:17]=[CH:16][CH:15]=2)(=[O:12])=[O:11])[CH:7]=[CH:8][CH:9]=1)([O-])=O>C1COCC1.CCOC(C)=O>[NH2:1][C:4]1[CH:5]=[C:6]([S:10]([NH:13][C:14]2[CH:15]=[CH:16][CH:17]=[CH:18][CH:19]=2)(=[O:12])=[O:11])[CH:7]=[CH:8][CH:9]=1. Procedure: To 3-nitro-N-phenylbenzenesulfonamide (255.5 mg, 0.919 mmol) in 4 mL of THF is added SnCl2 dihydrate (1.015 g, 4.486 mmol). The resulting mixture is heated in a microwave reactor at a power of 75 Watts and 135° C. for 1 min then at 15 Watts and 135° C. for 14 min. The reaction is cooled to room temperature, diluted with EtOAc (20 mL), washed with saturated aqueous NaHCO3 (10 mL) and allowed to stir for about 12 hours. The reaction mixture is then extracted with EtOAc (75 mL). The organic layer i... Starting materials: CC(=O)O[BH-](OC(C)=O)OC(C)=O, CCCNC1CCc2ccc(OCC)cc2C1, CS(=O)(=O)N1CCC(C=O)CC1, CCN(C(C)C)C(C)C, ClCCCl, [Na+]. Yields the product CCCN(CC1CCN(S(C)(=O)=O)CC1)C1CCc2ccc(OCC)cc2C1. Reaction SMILES: [C:39]([O:40][BH-:41]([O:42][C:43](=[O:44])[CH3:45])[O:46][C:47](=[O:48])[CH3:49])(=[O:50])[CH3:51].[CH2:1]([CH3:2])[O:3][c:4]1[cH:5][cH:6][c:7]2[c:12]([cH:13]1)[CH2:11][CH:10]([NH:14][CH2:15][CH2:16][CH3:17])[CH2:9][CH2:8]2.[CH3:18][S:19](=[O:20])(=[O:21])[N:22]1[CH2:23][CH2:24][CH:25]([CH:28]=[O:29])[CH2:26][CH2:27]1.[CH:30]([N:31]([CH2:32][CH3:33])[CH:34]([CH3:35])[CH3:36])([CH3:37])[CH3:38].[Cl:53][CH2:54][CH2:55][Cl:56].[Na+:52]>>[CH2:1]([CH3:2])[O:3][c:4]1[cH:5][cH:6][c:7]2[c:12]([cH:13]1)[CH2:11][CH:10]([N:14]([CH2:15][CH2:16][CH3:17])[CH2:28][CH:25]1[CH2:24][CH2:23][N:22]([S:19]([CH3:18])(=[O:20])=[O:21])[CH2:27][CH2:26]1)[CH2:9][CH2:8]2. The reactants are N1=CC=C(C=C1)CC1=NNC(C2=CC=CC=C12)=O (4-(4-pyridylmethyl)-1(2H)-phthalazinone), C1(C=2C(C(=O)O1)=CC=CC2)=O (phthalic acid anhydride), CC1=CC=NC=C1 (4-methylpyridine). The product is C1=CC=C2C(=C1)C(=O)C(=C3C=CNC=C3)C2=O (γ-pyrophthalone), NN (hydrazine). As a reaction SMILES: [N:1]1[CH:6]=[CH:5][C:4]([CH2:7][C:8]2[C:17]3[C:12](=[CH:13][CH:14]=[CH:15][CH:16]=3)[C:11](=[O:18])[NH:10][N:9]=2)=[CH:3][CH:2]=1.C1(=O)OC(=[O:23])C2=CC=CC=C12.CC1C=CN=CC=1>>[CH:15]1[CH:16]=[C:17]2[C:8]([C:7]([C:11](=[O:18])[C:12]2=[CH:13][CH:14]=1)=[C:4]1[CH:5]=[CH:6][NH:1][CH:2]=[CH:3]1)=[O:23].[NH2:9][NH2:10]. Procedure: The production of, for example, 4-(4-pyridylmethyl)-1(2H)-phthalazinone is carried out according to previously known methods by the reaction of phthalic acid anhydride and 4-methylpyridine at about 200° C. and subsequent reaction of the condensation product that is obtained (γ-pyrophthalone) with excess hydrazine at 130° C. (DE AS 1 061 788). Drawbacks of these methods are the low yield (<50%), low product quality and primarily the necessarily very high temperature of the condensation reaction, ... Reactants: C(C)OC(C)OCCN1S(C2=C(C=C1C(=O)OCC)C=CS2)(=O)=O (Ethyl 2-[2-(1-ethoxyethoxy)ethyl]-2H-thieno[3,2-e]-1,2-thiazine-3-carboxylate 1,1-dioxide), [H-].C(C(C)C)[Al+]CC(C)C (diisobutylaluminium hydride), Cl (HCl), C(=O)([O-])C(O)C(O)C(=O)[O-].[Na+].[K+] (potassium sodium tartrate). Solvent: CCOCC (ether), CC(=O)C (acetone). Run at time 1 hour. Product: OCCN1S(C2=C(C=C1CO)C=CS2)(=O)=O (2-(2-Hydroxyethyl)-3-hydroxymethyl-2H-thieno[3,2-e]-1,2-thiazine 1,1-dioxide). Isolated yield 78.8%. Reaction SMILES: C(OC([O:6][CH2:7][CH2:8][N:9]1[C:14]([C:15](OCC)=[O:16])=[CH:13][C:12]2[CH:20]=[CH:21][S:22][C:11]=2[S:10]1(=[O:24])=[O:23])C)C.[H-].C([Al+]CC(C)C)C(C)C.C(C(C(C([O-])=O)O)O)([O-])=O.[Na+].[K+].Cl>CCOCC.CC(C)=O>[OH:6][CH2:7][CH2:8][N:9]1[C:14]([CH2:15][OH:16])=[CH:13][C:12]2[CH:20]=[CH:21][S:22][C:11]=2[S:10]1(=[O:24])=[O:23] |f:1.2,3.4.5|. Procedure: To a solution of the product from Step C (8.77 g, 23.4 mmol) in anhydrous ether (100 mL) at 0° C. was added diisobutylaluminium hydride (1M solution in hexanes, 70.2 mmol). The reaction mixture was stirred for 1 h, a solution of potassium sodium tartrate (28.2 g in 100 mL water) was added, and the resulting mixture stirred for 2 h. The aqueous layer was separated and extracted with ethyl acetate (2×100 mL). The combined extracts were dried over magnesium sulfate, filtered and evaporated to give ... The reactants are O=C([O-])[O-], C[Si](C)(C)CCOCn1ccc2c(-c3cnn(C4CCC(COS(C)(=O)=O)CC4)c3)ncnc21, [K+], [K+], Nc1nnc(S)[nH]1, CN(C)C=O. Product: C[Si](C)(C)CCOCn1ccc2c(-c3cnn(C4CCC(CSc5nnc(N)[nH]5)CC4)c3)ncnc21. As a reaction SMILES: [C:42](=[O:43])([O-:44])[O-:45].[CH3:1][S:2]([O:3][CH2:6][CH:7]1[CH2:8][CH2:9][CH:10]([n:13]2[n:14][cH:15][c:16](-[c:18]3[c:19]4[c:20]([n:21][cH:22][n:23]3)[n:24]([CH2:27][O:28][CH2:29][CH2:30][Si:31]([CH3:32])([CH3:33])[CH3:34])[cH:25][cH:26]4)[cH:17]2)[CH2:11][CH2:12]1)(=[O:4])=[O:5].[K+:46].[K+:47].[NH2:35][c:36]1[nH:37][c:38]([SH:41])[n:39][n:40]1.[O:48]=[CH:49][N:50]([CH3:51])[CH3:52]>>[CH2:6]([CH:7]1[CH2:8][CH2:9][CH:10]([n:13]2[n:14][cH:15][c:16](-[c:18]3[c:19]4[c:20]([n:21][cH:22][n:23]3)[n:24]([CH2:27][O:28][CH2:29][CH2:30][Si:31]([CH3:32])([CH3:33])[CH3:34])[cH:25][cH:26]4)[cH:17]2)[CH2:11][CH2:12]1)[S:41][c:38]1[nH:37][c:36]([NH2:35])[n:40][n:39]1. The reactants are COC(=O)C=1C=CC2=C(C=C(O2)C2=CC=CC=C2)C1 (2-Phenyl-benzofuran-5-carboxylic acid methyl ester), [H-].[Al+3].[Li+].[H-].[H-].[H-] (lithium aluminum hydride). The solvent is CCOCC (ether), O.O.O.O.O.O.O.O.O.O.S(=O)(=O)([O-])[O-].[Na+].[Na+] (sodium sulfate decahydrate), C1CCOC1 (THF). Conditions: time 2 hour. Product: C1(=CC=CC=C1)C=1OC2=C(C1)C=C(C=C2)CO ((2-phenyl-benzofuran-5-yl)-methanol). The yield is 87.6%. RXN SMILES: C[O:2][C:3]([C:5]1[CH:6]=[CH:7][C:8]2[O:12][C:11]([C:13]3[CH:18]=[CH:17][CH:16]=[CH:15][CH:14]=3)=[CH:10][C:9]=2[CH:19]=1)=O.[H-].[Al+3].[Li+].[H-].[H-].[H-]>C1COCC1.CCOCC.O.O.O.O.O.O.O.O.O.O.S([O-])([O-])(=O)=O.[Na+].[Na+]>[C:13]1([C:11]2[O:12][C:8]3[CH:7]=[CH:6][C:5]([CH2:3][OH:2])=[CH:19][C:9]=3[CH:10]=2)[CH:18]=[CH:17][CH:16]=[CH:15][CH:14]=1 |f:1.2.3.4.5.6,9.10.11.12.13.14.15.16.17.18.19.20.21|. Procedure details: To a solution of 2-phenyl-benzofuran-5-carboxylic acid methyl ester 27 (0.7 g, 2.8 mmol) in THF (15 ml) was added dropwise a solution of lithium aluminum hydride (1M in THF) (3.6 ml, 3.6 mmol) at 0° C. After the addition, the reaction mixture was allowed to warm to room temperature and stirred for 2 hrs. The mixture was cooled to 0° C., diluted with ether and sodium sulfate decahydrate was added. After filtration the solids were washed with ether, and the organic layer was washed and dried. Evap... The reactants are C(C=C)Br (allylbromide), three, C(CC(=O)OCC)(=O)OCC (diethyl malonate), C([O-])([O-])=O.[K+].[K+] (potassium carbonate). The solvent is CC#N (CH3CN). Reaction conditions: time 10 minute. The product is C(C=C)C(C(=O)OCC)C(=O)OCC (diethyl 2-allylmalonate). The yield is 96.0%. As a reaction SMILES: [C:1]([O:9][CH2:10][CH3:11])(=[O:8])[CH2:2][C:3]([O:5][CH2:6][CH3:7])=[O:4].C(=O)([O-])[O-].[K+].[K+].[CH2:18](Br)[CH:19]=[CH2:20]>CC#N>[CH2:20]([CH:2]([C:3]([O:5][CH2:6][CH3:7])=[O:4])[C:1]([O:9][CH2:10][CH3:11])=[O:8])[CH:19]=[CH2:18] |f:1.2.3|. Reported procedure: A 500 mL three necked round bottom flask was charged with diethyl malonate (20 g), dry potassium carbonate (43 g) and dry CH3CN (200 mL) under nitrogen atmosphere. The reaction mixture was stirred at room temperature for 10 minutes and allylbromide (23 g) was slowly added to the reaction mixture at room temperature. The reaction mixture was heated to 80° C. for 24 hours. The reaction mixture was cooled to room temperature and filtered through celite bed. The celite bed was washed with acetonitri...